This data is from the Open Reaction Database (ORD), a public repository of structured organic reaction records. The task is: describe an organic reaction: reactants, conditions, products, and yield Reactants: C(C)(C)(C)O[C@@H](C)[C@@H]1N(C(OC1)=O)C1=NC(=NC=C1F)N[C@@H](C)C1CCN(CC1)C1=CC(=C(C=C1)Cl)OC(F)(F)F ((R)-4-((S)-1-(tert-butoxy)ethyl)-3-(2-(((S)-1-(1-(4-chloro-3-(trifluoromethoxy)phenyl)piperidin-4-yl)ethyl)amino)-5-fluoropyrimidin-4-yl)oxazolidin-2-one), C(=O)(C(F)(F)F)O (TFA). The solvent is C(Cl)Cl (DCM). Conditions: time 2 hour. Yields the product ClC1=C(C=C(C=C1)N1CCC(CC1)[C@H](C)NC1=NC=C(C(=N1)N1C(OC[C@@H]1[C@H](C)O)=O)F)OC(F)(F)F ((R)-3-(2-(((S)-1-(1-(4-chloro-3-(trifluoromethoxy)phenyl)piperidin-4-yl)ethyl)amino)-5-fluoropyrimidin-4-yl)-4-((S)-1-hydroxyethyl)oxazolidin-2-one). Isolated yield 88.1%. Reaction SMILES: C([O:5][C@H:6]([C@H:8]1[CH2:12][O:11][C:10](=[O:13])[N:9]1[C:14]1[C:19]([F:20])=[CH:18][N:17]=[C:16]([NH:21][C@H:22]([CH:24]2[CH2:29][CH2:28][N:27]([C:30]3[CH:35]=[CH:34][C:33]([Cl:36])=[C:32]([O:37][C:38]([F:41])([F:40])[F:39])[CH:31]=3)[CH2:26][CH2:25]2)[CH3:23])[N:15]=1)[CH3:7])(C)(C)C.C(O)(C(F)(F)F)=O>C(Cl)Cl>[Cl:36][C:33]1[CH:34]=[CH:35][C:30]([N:27]2[CH2:28][CH2:29][CH:24]([C@@H:22]([NH:21][C:16]3[N:15]=[C:14]([N:9]4[C@@H:8]([C@@H:6]([OH:5])[CH3:7])[CH2:12][O:11][C:10]4=[O:13])[C:19]([F:20])=[CH:18][N:17]=3)[CH3:23])[CH2:25][CH2:26]2)=[CH:31][C:32]=1[O:37][C:38]([F:39])([F:40])[F:41]. Reported procedure: (R)-4-((S)-1-(tert-butoxy)ethyl)-3-(2-(((S)-1-(1-(4-chloro-3-(trifluoromethoxy)phenyl)piperidin-4-yl)ethyl)amino)-5-fluoropyrimidin-4-yl)oxazolidin-2-one (34 mg, 0.058 mmole) was dissolved in DCM (1 mL), TFA (1 mL) was added. The reaction solution was stirred for 2 hour at room temperature and was concentrated by rotary evaporation. The resulting residue was dissolved in DCM (2 mL) and water 2 mL) and the pH was adjusted to ˜9 with NH4OH. The DCM layer was separated and concentrated by rotary ev... Reactants: ClCC(=O)Cl (chloroacetyl chloride), C12(CC3CC(CC(C1)C3)C2)O (1-adamantanol), MgO, C(Cl)(Cl)Cl (CHCl3). Yields the product ClCC(=O)OC12CC3CC(CC(C1)C3)C2 (adamantyl chloroacetate). The yield is 36.9%. As a reaction SMILES: [Cl:1][CH2:2][C:3](Cl)=[O:4].[C:6]12([OH:16])[CH2:15][CH:10]3[CH2:11][CH:12]([CH2:14][CH:8]([CH2:9]3)[CH2:7]1)[CH2:13]2.C(Cl)(Cl)Cl>>[Cl:1][CH2:2][C:3]([O:16][C:6]12[CH2:13][CH:12]3[CH2:11][CH:10]([CH2:9][CH:8]([CH2:14]3)[CH2:7]1)[CH2:15]2)=[O:4]. Procedure details: At 10° C. and under N2, chloroacetyl chloride (9 mL, 113 mmol) was added slowly to a suspension of 1-adamantanol (11.4 g, 75 mmol) and MgO (4.5 g, 113 mmol) in CHCl3 (150 mmol). The mixture was heated to slight reflux for 43 h and cooled to RT. The insoluble material was removed by filtration and the solvent was evaporated. The residue was crystallized in hexanes to afford 2 as a white solid (6.324 g, 37%). U.S. Pat. No. 4,456,611; Helv. Chim. Acta 1988, 71, 1553.